From a dataset of the Open Reaction Database (ORD), a public repository of structured organic reaction records. describe an organic reaction: reactants, conditions, products, and yield Reactants: Cl.C(C1=CC=CC=C1)N(N)C1=CC=CC=C1 (BPH), Cl.C(C1=CC=CC=C1)N(N)C1=CC=CC=C1 (BPH), O (water), COC=1C=C2C=CC(=CC2=CC1)C(CCCCCC)=O (1-(6-methoxynaphthalen-2-yl)heptan-1-one), Cl.C(C1=CC=CC=C1)N(N)C1=CC=CC=C1 (N-benzyl-N-phenylhydrazine hydrochloride). Run in C(C)O (ethanol), C(C)O (ethanol), CCCCCCC (heptane), C(C)O (ethanol). Conditions: temperature 10 celsius. The product is C(C1=CC=CC=C1)N1C(=C(C2=CC=CC=C12)CCCCC)C1=CC2=CC=C(C=C2C=C1)OC (1-benzyl-2-(6-methoxy-naphthalen-2-yl)-3-pentyl-1H-indole). Isolated yield 80.0%. As a reaction SMILES: [CH3:1][O:2][C:3]1[CH:4]=[C:5]2[C:10](=[CH:11][CH:12]=1)[CH:9]=[C:8]([C:13](=O)[CH2:14][CH2:15][CH2:16][CH2:17][CH2:18][CH3:19])[CH:7]=[CH:6]2.Cl.[CH2:22]([N:29]([C:31]1[CH:36]=[CH:35][CH:34]=[CH:33][CH:32]=1)N)[C:23]1[CH:28]=[CH:27][CH:26]=[CH:25][CH:24]=1.O>C(O)C.CCCCCCC>[CH2:22]([N:29]1[C:31]2[C:36](=[CH:35][CH:34]=[CH:33][CH:32]=2)[C:14]([CH2:15][CH2:16][CH2:17][CH2:18][CH3:19])=[C:13]1[C:8]1[CH:7]=[CH:6][C:5]2[C:10](=[CH:11][CH:12]=[C:3]([O:2][CH3:1])[CH:4]=2)[CH:9]=1)[C:23]1[CH:28]=[CH:27][CH:26]=[CH:25][CH:24]=1 |f:1.2|. Procedure: Generally, a suspension of equimolar amounts of 1-(6-methoxynaphthalen-2-yl)heptan-1-one and N-benzyl-N-phenylhydrazine hydrochloride (BPH) in ethanol is heated under reflux for five hours. Two portions of 0.1 equivalent of BPH in ethanol are added to the suspension at one hour intervals. Alternatively, the solution of BPH in ethanol is added to reaction mixture continuously. The resulting mixture is refluxed for an hour, diluted with heptane, and treated with water at 45° C. The organic and aqu... The reagents and catalysts are Cl[Pd]([P](C1=CC=CC=C1)(C2=CC=CC=C2)C3=CC=CC=C3)([P](C4=CC=CC=C4)(C5=CC=CC=C5)C6=CC=CC=C6)Cl (Pd(PPh3)2Cl2). Reaction SMILES: Br[C:2]1[C:3]([N:22]2[CH2:28][CH2:27][CH2:26][N:25]([CH3:29])[CH2:24][CH2:23]2)=[N:4][CH:5]=[C:6]([CH:21]=1)[C:7]([NH:9][C:10]1[CH:15]=[CH:14][C:13]([O:16][C:17]([F:20])([F:19])[F:18])=[CH:12][CH:11]=1)=[O:8].[CH3:30][C:31]1[N:36]=[CH:35][C:34](B(O)O)=[CH:33][CH:32]=1.C([O-])([O-])=O.[Na+].[Na+].CCO>COCCOC.Cl[Pd](Cl)([P](C1C=CC=CC=1)(C1C=CC=CC=1)C1C=CC=CC=1)[P](C1C=CC=CC=1)(C1C=CC=CC=1)C1C=CC=CC=1.O>[CH3:30][C:31]1[N:36]=[CH:35][C:34]([C:2]2[C:3]([N:22]3[CH2:28][CH2:27][CH2:26][N:25]([CH3:29])[CH2:24][CH2:23]3)=[N:4][CH:5]=[C:6]([C:7]([NH:9][C:10]3[CH:15]=[CH:14][C:13]([O:16][C:17]([F:18])([F:19])[F:20])=[CH:12][CH:11]=3)=[O:8])[CH:21]=2)=[CH:33][CH:32]=1 |f:2.3.4,^1:57,76|. The reactants are BrC=1C(=NC=C(C(=O)NC2=CC=C(C=C2)OC(F)(F)F)C1)N1CCN(CCC1)C (5-bromo-6-(4-methyl-1,4-diazepan-1-yl)-N-(4-(trifluoromethoxy)phenyl)nicotinamide), CC1=CC=C(C=N1)B(O)O ((6-methylpyridin-3-yl)boronic acid), C(=O)([O-])[O-].[Na+].[Na+] (Na2CO3), CCO (EtOH). Yields the product CC1=CC=C(C=N1)C=1C(=NC=C(C1)C(=O)NC1=CC=C(C=C1)OC(F)(F)F)N1CCN(CCC1)C (6′-Methyl-2-(4-methyl-1,4-diazepan-1-yl)-N-(4-(trifluoromethoxy)phenyl)-[3,3′-bipyridine]-5-carboxamide). Reported procedure: A mixture of 5-bromo-6-(4-methyl-1,4-diazepan-1-yl)-N-(4-(trifluoromethoxy)phenyl)nicotinamide (Stage 146.1, 74 mg, 0.150 mmol), (6-methylpyridin-3-yl)boronic acid (20.6 mg, 0.150 mmol) and Na2CO3 (48 mg, 0.450 mmol) in a mixture of DME (3.2 mL), EtOH (0.43 mL) and water (0.64 mL) was flushed with argon. Pd(PPh3)2Cl2 (5.3 mg, 0.0075 mmol) was added and the mixture was subjected to MW irradiation at 125° C. for 30 min. The RM was evaporated to dryness under reduced pressure and the residue was tr... The solvent is COCCOC (DME), O (water).